This data is from the Open Reaction Database (ORD), a public repository of structured organic reaction records. The task is: describe an organic reaction: reactants, conditions, products, and yield The reactants are CCOc1cc(NC(C)=O)ccc1C(=O)NCC1CN(Cc2ccc(F)cc2)CCO1, CN(C)C=O, O=C1CCC(=O)N1Cl. Yields the product CCOc1cc(NC(C)=O)c(Cl)cc1C(=O)NCC1CN(Cc2ccc(F)cc2)CCO1. Reaction SMILES: [C:1]([CH3:2])(=[O:3])[NH:4][c:5]1[cH:6][c:7]([O:29][CH2:30][CH3:31])[c:8]([C:9](=[O:10])[NH:11][CH2:12][CH:13]2[O:14][CH2:15][CH2:16][N:17]([CH2:19][c:20]3[cH:21][cH:22][c:23]([F:26])[cH:24][cH:25]3)[CH2:18]2)[cH:27][cH:28]1.[CH3:40][N:41]([CH3:42])[CH:43]=[O:44].[Cl:32][N:33]1[C:34](=[O:35])[CH2:36][CH2:37][C:38]1=[O:39]>>[C:1]([CH3:2])(=[O:3])[NH:4][c:5]1[cH:6][c:7]([O:29][CH2:30][CH3:31])[c:8]([C:9](=[O:10])[NH:11][CH2:12][CH:13]2[O:14][CH2:15][CH2:16][N:17]([CH2:19][c:20]3[cH:21][cH:22][c:23]([F:26])[cH:24][cH:25]3)[CH2:18]2)[cH:27][c:28]1[Cl:32].